This data is from the Open Reaction Database (ORD), a public repository of structured organic reaction records. The task is: describe an organic reaction: reactants, conditions, products, and yield Reactants: Cc1c(Br)sc2ccc(Cl)cc12, C1COCCN1, CC(C)(C)[O-], Cc1ccccc1, [Na+], O=C(C=Cc1ccccc1)C=Cc1ccccc1, O=C(C=Cc1ccccc1)C=Cc1ccccc1, O=C(C=Cc1ccccc1)C=Cc1ccccc1, [Pd], [Pd], c1ccc(P(c2ccccc2)c2ccc3ccccc3c2-c2c(P(c3ccccc3)c3ccccc3)ccc3ccccc23)cc1. The product is Cc1c(N2CCOCC2)sc2ccc(Cl)cc12. Reaction SMILES: [Br:1][c:2]1[s:3][c:4]2[c:5]([c:6]1[CH3:7])[cH:8][c:9]([Cl:12])[cH:10][cH:11]2.[CH2:13]1[CH2:14][O:15][CH2:16][CH2:17][NH:18]1.[CH3:65][C:66]([CH3:67])([O-:68])[CH3:69].[CH3:71][c:72]1[cH:73][cH:74][cH:75][cH:76][cH:77]1.[Na+:70].[O:116]=[C:117]([CH:118]=[CH:119][c:120]1[cH:121][cH:122][cH:123][cH:124][cH:125]1)[CH:126]=[CH:127][c:128]1[cH:129][cH:130][cH:131][cH:132][cH:133]1.[O:80]=[C:81]([CH:82]=[CH:83][c:84]1[cH:85][cH:86][cH:87][cH:88][cH:89]1)[CH:90]=[CH:91][c:92]1[cH:93][cH:94][cH:95][cH:96][cH:97]1.[O:98]=[C:99]([CH:100]=[CH:101][c:102]1[cH:103][cH:104][cH:105][cH:106][cH:107]1)[CH:108]=[CH:109][c:110]1[cH:111][cH:112][cH:113][cH:114][cH:115]1.[Pd:78].[Pd:79].[cH:19]1[cH:20][cH:21][c:22]([P:23]([c:24]2[cH:25][cH:26][c:27]3[c:28]([cH:29][cH:30][cH:31][cH:32]3)[c:33]2-[c:34]2[c:35]3[c:36]([cH:37][cH:38][cH:39][cH:40]3)[cH:41][cH:42][c:43]2[P:44]([c:45]2[cH:46][cH:47][cH:48][cH:49][cH:50]2)[c:51]2[cH:52][cH:53][cH:54][cH:55][cH:56]2)[c:57]2[cH:58][cH:59][cH:60][cH:61][cH:62]2)[cH:63][cH:64]1>>[c:2]1([N:18]2[CH2:13][CH2:14][O:15][CH2:16][CH2:17]2)[s:3][c:4]2[c:5]([c:6]1[CH3:7])[cH:8][c:9]([Cl:12])[cH:10][cH:11]2. Starting materials: C(C#C)(=O)OC (methyl propiolate), C(CCCCCCC)N (n-octylamine), ice. Solvent: CO (methanol). Conditions: time 12 hour. Yields the product C(CCCCCCC)NC(C#C)=O (N-octylpropiolamide). Reaction SMILES: [CH2:1]([NH2:9])[CH2:2][CH2:3][CH2:4][CH2:5][CH2:6][CH2:7][CH3:8].[C:10](OC)(=[O:13])[C:11]#[CH:12]>CO>[CH2:1]([NH:9][C:10](=[O:13])[C:11]#[CH:12])[CH2:2][CH2:3][CH2:4][CH2:5][CH2:6][CH2:7][CH3:8]. Reported procedure: To a stirred, cooled (-30° C.) solution of 18.42 g (0.143 mol) of n-octylamine in 25 ml of aqueous methanol was added 10 g (0.119 mol) of methyl propiolate dropwise. After the addition the reaction mixture was allowed to warm to room temperature and stir for 12 h. The reaction mixture was poured into ice-cold 10% aqueous hydrochloric acid and extracted with dichloromethane. The combined organic layers were washed with saturated aqueous sodium bicarbonate, brine, and dried over magnesium sulfate....